Dataset: the Open Reaction Database (ORD), a public repository of structured organic reaction records. Task: describe an organic reaction: reactants, conditions, products, and yield Solvent: C(Cl)Cl (methylene chloride). Reaction SMILES: [F:1][C:2]1[CH:7]=[CH:6][C:5]([C@H:8]2[C:16]3[C:11](=[CH:12][C:13](F)=[CH:14][CH:15]=3)[C@H:10]([N:18]3[CH2:23][CH2:22][N:21]([CH2:24][CH2:25]O)[CH2:20][CH2:19]3)[CH2:9]2)=[CH:4][CH:3]=1.S(Cl)([Cl:29])=O.CN(C=O)C>C(Cl)Cl>[ClH:29].[ClH:29].[F:1][C:2]1[CH:7]=[CH:6][C:5]([C@H:8]2[C:16]3[C:11](=[CH:12][CH:13]=[CH:14][CH:15]=3)[C@H:10]([N:18]3[CH2:23][CH2:22][N:21]([CH2:24][CH2:25][Cl:29])[CH2:20][CH2:19]3)[CH2:9]2)=[CH:4][CH:3]=1 |f:4.5.6|. Procedure: A mixture of trans-4-[3-(4-fluorophenyl)-6-fluoro-indan-1-yl]-1-piperazineethanol (40 g, 0.11 mol), thionylchloride (15 ml) and DMF (0.7 ml) in methylene chloride (400 ml) was refluxed for 1 hour. After cooling, the crystalline solid was filtered and washed on the filter with ethyl acetate and ether to give trans 1-[3-(4-fluorophenyl)-indan-1-yl]-4-(2-chloroethyl)piperazine, dihydrochloride (45 g). Mp: 250°-255° C. Starting materials: FC1=CC=C(C=C1)[C@@H]1C[C@H](C2=CC(=CC=C12)F)N1CCN(CC1)CCO (trans-4-[3-(4-fluorophenyl)-6-fluoro-indan-1-yl]-1-piperazineethanol), S(=O)(Cl)Cl (thionylchloride), CN(C)C=O (DMF). The product is Cl.Cl.FC1=CC=C(C=C1)[C@@H]1C[C@H](C2=CC=CC=C12)N1CCN(CC1)CCCl (trans 1-[3-(4-fluorophenyl)-indan-1-yl]-4-(2-chloroethyl)piperazine, dihydrochloride). The reactants are N (ammonia), ClC=1C=CC2=C(C(=NCC=3N2N=C(C3)C(=O)OC)C3=CC=CC=C3)C1 (8-Chloro-6-phenyl-4H-pyrazolo[1,5-a][1,4]benzodiazepine-2-carboxylic acid, methyl ester). Solvent: CO (methanol). Reaction conditions: time 16 hour. Yields the product ClC=1C=CC2=C(C(=NCC=3N2N=C(C3)C(=O)N)C3=CC=CC=C3)C1 (8-Chloro-6-phenyl-4H-pyrazolo[1,5-a][1,4]benzodiazepine-2-carboxamide). RXN SMILES: [Cl:1][C:2]1[CH:3]=[CH:4][C:5]2[N:11]3[N:12]=[C:13]([C:15]([O:17]C)=O)[CH:14]=[C:10]3[CH2:9][N:8]=[C:7]([C:19]3[CH:24]=[CH:23][CH:22]=[CH:21][CH:20]=3)[C:6]=2[CH:25]=1.[NH3:26]>CO>[Cl:1][C:2]1[CH:3]=[CH:4][C:5]2[N:11]3[N:12]=[C:13]([C:15]([NH2:26])=[O:17])[CH:14]=[C:10]3[CH2:9][N:8]=[C:7]([C:19]3[CH:24]=[CH:23][CH:22]=[CH:21][CH:20]=3)[C:6]=2[CH:25]=1. Procedure: A solution of 750 mg. (2.13 mmol) of the end product of Example 9 in 50 ml. methanol in a glass bomb was cooled to 3° and saturated with ammonia. The glass bomb was then sealed and the reaction heated to 70° with stirring, for 16 hours. After cooling to 5°, the bomb was opened, the contents transferred to a r.b. flask and concentrated in vacuo. Recrystallization was acetone/hexane yielded end product, mp 216°-218°. An analytical sample was prepared by an additional recrystallization from acetone... Starting materials: solution, BrC1=C(C2=C(CC3(CCCC3)O2)C(=C1)C#CC1=CC=NC=C1)OC (6-Bromo-7-methoxy-4-[2-(4-pyridyl)ethynyl]-spiro[2,3-dihydrobenzofuran-2,1′-cyclopentane]), Cl (hydrochloric acid), solution, C(CCC)[Li] (n-butyl lithium), O (water). Solvent: C1CCOC1 (THF), CCCCCC (hexane). Reaction conditions: time 1 hour. Yields the product COC1=CC=C(C=2CC3(CCCC3)OC21)C#CC2=CC=NC=C2 (7-Methoxy-4-[2-(4-pyridyl)ethynyl]-spiro[2,3-dihydrobenzofuran-2,1′-cyclopentane]). The yield is 17.6%. Reaction SMILES: Br[C:2]1[CH:14]=[C:13]([C:15]#[C:16][C:17]2[CH:22]=[CH:21][N:20]=[CH:19][CH:18]=2)[C:5]2[CH2:6][C:7]3([O:12][C:4]=2[C:3]=1[O:23][CH3:24])[CH2:11][CH2:10][CH2:9][CH2:8]3.C([Li])CCC.Cl.O>C1COCC1.CCCCCC>[CH3:24][O:23][C:3]1[C:4]2[O:12][C:7]3([CH2:11][CH2:10][CH2:9][CH2:8]3)[CH2:6][C:5]=2[C:13]([C:15]#[C:16][C:17]2[CH:18]=[CH:19][N:20]=[CH:21][CH:22]=2)=[CH:14][CH:2]=1. Procedure details: Under an argon atmosphere, a solution (2.6 ml) of Compound 142b (0.1 g) obtained in Step B in THF was cooled to −78° C., and then a 1.7M solution (0.2 ml) of n-butyl lithium in hexane was dropwise added thereto, followed by stirring at the same temperature for one hour. The reaction solution was adjusted to pH 7 by adding dropwise 1N hydrochloric acid, followed by stirring at room temperature for one hour. A small amount of water was added to the reaction solution and the mixture was extracted w... The reactants are O1C(=CC=C1)C1=C(C=C(C(N1)=O)C#N)C1=CC=NC=C1 (6-(2-furyl)-2-oxo-5-(4-pyridyl)-1,2-dihydro-3-pyridinecarbonitrile), P(=O)(Cl)(Cl)Cl (phosphorus oxychloride), P(=O)(Cl)(Cl)Cl (phosphorus oxychloride). Reaction conditions: temperature 110 celsius, time 4 hour. The product is ClC1=NC(=C(C=C1C#N)C1=CC=NC=C1)C=1OC=CC1 (2-Chloro-6-(2-furyl)-5-(4-pyridyl)-3-pyridinecarbonitrile). Yield: 60.5%. RXN SMILES: [O:1]1[CH:5]=[CH:4][CH:3]=[C:2]1[C:6]1[NH:11][C:10](=O)[C:9]([C:13]#[N:14])=[CH:8][C:7]=1[C:15]1[CH:20]=[CH:19][N:18]=[CH:17][CH:16]=1.P(Cl)(Cl)([Cl:23])=O>>[Cl:23][C:10]1[C:9]([C:13]#[N:14])=[CH:8][C:7]([C:15]2[CH:20]=[CH:19][N:18]=[CH:17][CH:16]=2)=[C:6]([C:2]2[O:1][CH:5]=[CH:4][CH:3]=2)[N:11]=1. Procedure details: A suspension of 6-(2-furyl)-2-oxo-5-(4-pyridyl)-1,2-dihydro-3-pyridinecarbonitrile (21.0 g, 79.8 mmol) in phosphorus oxychloride (90 g) was stirred in a nitrogen atmosphere at 110° C. After 4 hours, additional phosphorus oxychloride (50 g) was added thereto, followed by heating under stirring for further 5 hours. After cooling as it was, the reaction solution was concentrated. After ice was added to the residue, it was neutralized with saturated sodium bicarbonate. After extracting with ethyl ac... Reactants: O1C(=O)CCC2CCCCC12 (octahydrocoumarine), C(C)(=O)O (acetic acid). Yields the product C1(=CCCCC1)CCC(C)=O (4-(1-cyclohexen-1-yl)-2-butanone). The yield is 47.1%. RXN SMILES: O1[CH:11]2[CH:6]([CH2:7][CH2:8][CH2:9][CH2:10]2)[CH2:5][CH2:4][C:2]1=[O:3].[C:12](O)(=O)C>>[C:6]1([CH2:5][CH2:4][C:2](=[O:3])[CH3:12])[CH2:11][CH2:10][CH2:9][CH2:8][CH:7]=1. Procedure: Using the same procedure as described under A) but starting with a solution consisting of octahydrocoumarine (22 g, 145 mmoles) into 58 g of acetic acid and a supported catalyst obtained according to procedure a), there were obtained (after bulb to bulb distillation at 42 mbar, oven=175°) 10.4 g of 4-(1-cyclohexen-1-yl)-2-butanone (purity: 71%; yield: 33%). Starting materials: CC1(OC[C@H]2[C@H](O1)[C@H]([C@H](CO2)O)O)C ((+)-(4aS,7S,8S,8aR)-2,2-dimethyl-hexahydro-pyrano[3,2-d][1,3]dioxine-7,8-diol), Cl (HCl). Solvent: CO (MeOH). Product: OC[C@@H]1OC[C@@H]([C@@H]([C@H]1O)O)O ((+)-(2S,3R,4S,5S)-2-hydroxymethyl-tetrahydro-pyran-3,4,5-triol). RXN SMILES: CC1(C)[O:7][C@@H:6]2[C@@H:8]([OH:13])[C@@H:9]([OH:12])[CH2:10][O:11][C@H:5]2[CH2:4][O:3]1.Cl>CO>[OH:3][CH2:4][C@H:5]1[C@H:6]([OH:7])[C@@H:8]([OH:13])[C@@H:9]([OH:12])[CH2:10][O:11]1. Reported procedure: To a solution of (+)-(4aS,7S,8S,8aR)-2,2-dimethyl-hexahydro-pyrano[3,2-d][1,3]dioxine-7,8-diol (24 mg, 0.12 mmol) in MeOH (2 mL) was added a solution of methanolic HCl (0.4 mL, prepared from 0.5 mL conc. HCl in 30 mL of MeOH). The solution was stirred for 1 H at ambient temperature and concentrated in vacuo. The reactants are C(C)(=O)C=1OC2=C(C(C1C)=O)C=CC=C2C(=O)O (2-Acetyl-8-carboxy-3-methyl-4-oxo-4H-1-benzopyran), CC(C)(OC(=O)NC=1OC2=C(C(C1C)=O)C=CC=C2C=CC)C (2-(1,1-Dimethylethoxycarbonylamino)-3-methyl-4-oxo-8-(1-propenyl)-4H-1-benzopyran). Conditions: time 2 hour. Yields the product C(=O)(O)C1=CC=CC=2CC(=C(OC21)NC(=O)OC(C)(C)C)C (8-Carboxy-2-(1,1-dimethylethoxycarbonylamino)-3-methyl-4H-1-benzopyran). RXN SMILES: C([C:4]1[O:5][C:6]2[C:15]([C:16]([OH:18])=[O:17])=[CH:14][CH:13]=[CH:12][C:7]=2[C:8](=O)[C:9]=1[CH3:10])(=O)C.[CH3:19][C:20]([CH3:41])([O:22][C:23]([NH:25]C1OC2C(C=CC)=CC=CC=2C(=O)C=1C)=[O:24])[CH3:21]>>[C:16]([C:15]1[C:6]2[O:5][C:4]([NH:25][C:23]([O:22][C:20]([CH3:41])([CH3:21])[CH3:19])=[O:24])=[C:9]([CH3:10])[CH2:8][C:7]=2[CH:12]=[CH:13][CH:14]=1)([OH:18])=[O:17]. Reported procedure: The title compound was synthesised following the procedure described for Compound 2C, except that Compound 3A was used instead of Compound 2B. The reaction was carried out at 40° C. Treatment of the reaction mixture with sodium dithionite and extraction with chloroform afforded a crude which was rinsed with 50 mL of ethyl acetate, boiled for 2 hours and filtered to give a first crop of Compound 3B. The mother liquor was evaporated and the residue was purified by flash chromatography (ethyl aceta...